This data is from the Open Reaction Database (ORD), a public repository of structured organic reaction records. The task is: describe an organic reaction: reactants, conditions, products, and yield Starting materials: C(C1=CC=CC=C1)OC[C@@H](CCC=1C=NC=CC1)O ((2R)-1-O-benzyl-4-(3-pyridyl)-1,2-butandiol), S(O)(O)(=O)=O (sulfuric acid), C(O)([O-])=O.[Na+] (sodium hydrogencarbonate). The reagents and catalysts are [Pd] (palladium-on-carbon). Run in CO (MeOH). Run at time 16 hour. Yields the product N1=CC(=CC=C1)CC[C@H](CO)O ((2R)-4-(3-pyridyl)-1,2-butanediol). The yield is 62.9%. Reaction SMILES: C([O:8][CH2:9][C@H:10]([OH:19])[CH2:11][CH2:12][C:13]1[CH:14]=[N:15][CH:16]=[CH:17][CH:18]=1)C1C=CC=CC=1.S(=O)(=O)(O)O.C(=O)([O-])O.[Na+]>[Pd].CO>[N:15]1[CH:16]=[CH:17][CH:18]=[C:13]([CH2:12][CH2:11][C@@H:10]([OH:19])[CH2:9][OH:8])[CH:14]=1 |f:2.3|. Procedure: Under argon gas, MeOH (70 mL) was added to 10% palladium-on-carbon (1.0 g). Then, the (2R)-1-O-benzyl-4-(3-pyridyl)-1,2-butanediol produced in Example 3 (28.25 g, 100 mmol) and sulfuric acid (19.6 g, 200 mmol) were added. After degassing under reduced pressure, a hydrogen atmosphere was established. The pressure was increased to 3 atm. and the mixture was stirred at room temperature for 16 hours. The palladium-on-carbon was filtered off and the solvent was distilled off under reduced pressure, w... Reactants: CC=1C=C(NN1)C1=C(N(N=C1C)C1=CC=CC=C1)O (5,5′-Dimethyl-2′-phenyl-2H,2′H-[3,4′]bipyrazolyl-3′-ol), C(NN)(=O)OC(C)(C)C (tert-butyl carbazate), C(C)O (ethanol). Yields the product C(C)(C)(C)OC(=O)N1NC(=CC1(C)O)C=1C(=NN(C1)C1=CC=CC=C1)C (5-Hydroxy-5,3′-dimethyl-1′-phenyl-1H-[3,4′]bipyrazolyl-1-carboxylic acid tert-butyl ester). Reaction SMILES: [CH3:1][C:2]1[CH:3]=[C:4]([C:7]2[C:11]([CH3:12])=[N:10][N:9]([C:13]3[CH:18]=[CH:17][CH:16]=[CH:15][CH:14]=3)[C:8]=2O)[NH:5][N:6]=1.[C:20]([O:24][C:25]([CH3:28])([CH3:27])[CH3:26])(=[O:23])NN.C([OH:31])C>>[C:25]([O:24][C:20]([N:6]1[C:2]([OH:31])([CH3:1])[CH:3]=[C:4]([C:7]2[C:11]([CH3:12])=[N:10][N:9]([C:13]3[CH:18]=[CH:17][CH:16]=[CH:15][CH:14]=3)[CH:8]=2)[NH:5]1)=[O:23])([CH3:28])([CH3:27])[CH3:26]. Procedure details: To 5,5′-Dimethyl-2′-phenyl-2H,2′H-[3,4′]bipyrazolyl-3′-ol (0.118 g, 0.457 mmol) (Example 25) in ethanol (4 ml) add tert-butyl carbazate (0.120 g, 0.914 mmol). Heat at reflux for 1.5 hours, after which evaporate the ethanol. Chromatography on silica gel, eluting with 50% ethyl acetate/heptane provides 0.101 g of a mixture of positional isomers A and B. Use the mixture for the next step. Starting materials: [BH4-], O=C1C2CCCC(C(=O)N1CCOCc1ccccc1)N2C(=O)OCc1ccccc1, CO, Cl, [Na+], C1COCCO1. Yields the product COC1C2CCCC(C(=O)N1CCOCc1ccccc1)N2C(=O)OCc1ccccc1. As a reaction SMILES: [BH4-:32].[CH2:1]([c:2]1[cH:3][cH:4][cH:5][cH:6][cH:7]1)[O:8][C:9](=[O:10])[N:11]1[CH:12]2[C:13](=[O:31])[N:14]([CH2:21][CH2:22][O:23][CH2:24][c:25]3[cH:26][cH:27][cH:28][cH:29][cH:30]3)[C:15](=[O:20])[CH:16]1[CH2:17][CH2:18][CH2:19]2.[CH3:35][OH:36].[ClH:34].[Na+:33].[O:37]1[CH2:38][CH2:39][O:40][CH2:41][CH2:42]1>>[CH2:1]([c:2]1[cH:3][cH:4][cH:5][cH:6][cH:7]1)[O:8][C:9](=[O:10])[N:11]1[CH:12]2[C:13](=[O:31])[N:14]([CH2:21][CH2:22][O:23][CH2:24][c:25]3[cH:26][cH:27][cH:28][cH:29][cH:30]3)[CH:15]([O:20][CH3:35])[CH:16]1[CH2:17][CH2:18][CH2:19]2. Starting materials: Cc1ccccc1, ClC(Cl)Cl, O=[N+]([O-])c1ccccc1CCO, O, O=S(Cl)Cl, c1ccncc1. Product: O=[N+]([O-])c1ccccc1CCCl. As a reaction SMILES: [CH3:23][c:24]1[cH:25][cH:26][cH:27][cH:28][cH:29]1.[CH:30]([Cl:31])([Cl:32])[Cl:33].[N+:11](=[O:12])([O-:13])[c:14]1[c:15]([CH2:20][CH2:21][OH:22])[cH:16][cH:17][cH:18][cH:19]1.[OH2:34].[S:7]([Cl:8])([Cl:9])=[O:10].[cH:1]1[cH:2][cH:3][n:4][cH:5][cH:6]1>>[Cl:9][CH2:21][CH2:20][c:15]1[c:14]([N+:11](=[O:12])[O-:13])[cH:19][cH:18][cH:17][cH:16]1. The reactants are ClC=1C(=C2C(=NC1)NC(=N2)C2=CC=C(C=C2)OCCN2CCOCC2)Cl (6,7-Dichloro-2-[4-(2-morpholin-4-ylethoxy)phenyl]-3H-imidazo[4,5-b]pyridine), C(C)N(C1=CC=C(C=C1)N)CC (N,N-diethyl-1,4-phenylenediamine). Solvent: COC(C)(C)C (tert-butyl methyl ether). Yields the product ClC=1C(=C2C(=NC1)N=C(N2)C2=CC=C(C=C2)OCCN2CCOCC2)NC2=CC=C(C=C2)N(CC)CC (N′-(6-Chloro-2-{4-[2-(4-morpholinyl)ethoxy]phenyl}-1H-imidazo[4,5-b]pyridin-7-yl)-N,N-diethyl-1,4-benzenediamine). The yield is 56.0%. RXN SMILES: [Cl:1][C:2]1[C:3](Cl)=[C:4]2[N:10]=[C:9]([C:11]3[CH:16]=[CH:15][C:14]([O:17][CH2:18][CH2:19][N:20]4[CH2:25][CH2:24][O:23][CH2:22][CH2:21]4)=[CH:13][CH:12]=3)[NH:8][C:5]2=[N:6][CH:7]=1.[CH2:27]([N:29]([CH2:37][CH3:38])[C:30]1[CH:35]=[CH:34][C:33]([NH2:36])=[CH:32][CH:31]=1)[CH3:28]>COC(C)(C)C>[Cl:1][C:2]1[C:3]([NH:36][C:33]2[CH:32]=[CH:31][C:30]([N:29]([CH2:37][CH3:38])[CH2:27][CH3:28])=[CH:35][CH:34]=2)=[C:4]2[NH:10][C:9]([C:11]3[CH:12]=[CH:13][C:14]([O:17][CH2:18][CH2:19][N:20]4[CH2:21][CH2:22][O:23][CH2:24][CH2:25]4)=[CH:15][CH:16]=3)=[N:8][C:5]2=[N:6][CH:7]=1. Reported procedure: 6,7-Dichloro-2-[4-(2-morpholin-4-ylethoxy)phenyl]-3H-imidazo[4,5-b]pyridine (Example 206) (0.020 g, 0.051 mmol) and N,N-diethyl-1,4-phenylenediamine (0.1 g) were heated to 180° C. for 2 h. The reaction mixture was diluted with tert-butyl methyl ether (5 ml) and extracted with 2M HCl (20 ml). The aqueous phase was basified with 10M NaOH and extracted with EtOAc. The organic phase was evaporated in vacuo and the residue was dissolved in CH3CN (2 ml) and purified by HPLC-C18, giving the title produ... Starting materials: Cl (hydrochloric acid), FC1=CC2=C(N=C(C3=C(N2)SC2=C3C=CC=C2)N2CCN(CC2)CCC)C=C1 (8-fluoro-12-(4-propylpiperazin-1-yl)-6H-[1]benzothieno[2,3-b][1,5]benzodiazepine), NC=1C2=C(NC3=C(N1)C=CC(=C3)F)SC3=C2C=CC=C3 (12-amino-8-fluoro-6H-[1]benzothieno[2,3-b][1,5]benzodiazepine). Run in CS(=O)C (dimethyl sulfoxide). Product: Cl (hydrochloride), C(CC)N1CCNCC1 (N-n-propylpiperazine). RXN SMILES: NC1C2C3C=CC=CC=3SC=2NC2C=C(F)C=CC=2N=1.[ClH:21].FC1C=CC2N=[C:28]([N:39]3[CH2:44][CH2:43][N:42](CCC)[CH2:41][CH2:40]3)[C:29]3C4C=CC=CC=4S[C:30]=3NC=2C=1>CS(C)=O>[ClH:21].[CH2:28]([N:39]1[CH2:44][CH2:43][NH:42][CH2:41][CH2:40]1)[CH2:29][CH3:30]. Procedure details: In the same manner as in Example 42 and using 12-amino-8-fluoro-6H-[1]benzothieno[2,3-b][1,5]benzodiazepine.1 hydrochloride (1.5 g), N-n-propylpiperazine (17 g), dimethyl sulfoxide (10 ml) and hydrochloric acid, crude crystals (850 mg) of 8-fluoro-12-(4-propylpiperazin-1-yl)-6H-[1]benzothieno[2,3-b][1,5]benzodiazepine were obtained. The crude crystals were dissolved in ethyl acetate (12 ml) and a solution of 5.5 mol/l hydrochloric acid in ether was added to give 8-fluoro-12-(4-propylpiperazin-1-... The reactants are C(C1=CC=CC=C1)OC(NC(C(C)(C)C)C(=O)N1C2C(CC1)N(CC2O)C(NC(C)C)=O)=O ([1-(6-Hydroxy-4-isopropylcarbamoyl-hexahydro-pyrrolo[3,2-b]pyrrole-1-carbonyl)-2,2-dimethyl-propyl]-carbamic acid benzyl ester), Pd on-carbon. The solvent is CO (MeOH). Reaction conditions: time 2 hour. Yields the product C(C)(C)NC(=O)N1C2C(C(C1)O)N(CC2)C(C(C(C)(C)C)N)=O (4-(2-Amino-3,3-dimethyl-butyryl)-3-hydroxy-hexahydro-pyrrolo[3,2-b]pyrrole-1-carboxylic acid isopropylamide). Isolated yield 119.8%. RXN SMILES: C(OC(=O)[NH:10][CH:11]([C:16]([N:18]1[CH2:22][CH2:21][CH:20]2[N:23]([C:27](=[O:32])[NH:28][CH:29]([CH3:31])[CH3:30])[CH2:24][CH:25]([OH:26])[CH:19]12)=[O:17])[C:12]([CH3:15])([CH3:14])[CH3:13])C1C=CC=CC=1>CO>[CH:29]([NH:28][C:27]([N:23]1[CH2:24][CH:25]([OH:26])[CH:19]2[N:18]([C:16](=[O:17])[CH:11]([NH2:10])[C:12]([CH3:15])([CH3:14])[CH3:13])[CH2:22][CH2:21][CH:20]12)=[O:32])([CH3:31])[CH3:30]. Procedure: A mixture containing 55 (7.2 g, 15.6 mmol) and 10% Pd-on-carbon (wet, 1.7 g, 1.5 mmol) in MeOH (200 mL) were stirred vigorously under an atmosphere of H2. After 2 h, the was removed by filtration and the filtrate was diluted with toluene and concentrated in vacuo to afford 6.1 g of 56 as an off-white-colored foam which was used without further purification. Mass spectrum, m/z [326.7] (M+H)+.